This data is from the Open Reaction Database (ORD), a public repository of structured organic reaction records. The task is: describe an organic reaction: reactants, conditions, products, and yield As a reaction SMILES: [N:1]1[CH:6]=[CH:5][CH:4]=[C:3]([C:7](=NN)[CH3:8])[CH:2]=1.[OH-].[K+].[CH2:13]([N:19]1[C:23](=[O:24])[CH:22]=[CH:21][C:20]1=[O:25])[CH2:14][CH2:15][CH2:16][CH2:17][CH3:18]>O1CCOCC1.C(O)C.[O-2].[O-2].[Mn+4]>[NH3:1].[CH2:13]([N:19]1[C:20](=[O:25])[CH:21]2[CH:22]([C:7]2([CH3:8])[C:3]2[CH:2]=[N:1][CH:6]=[CH:5][CH:4]=2)[C:23]1=[O:24])[CH2:14][CH2:15][CH2:16][CH2:17][CH3:18] |f:1.2,6.7.8|. Reagents/catalysts: [O-2].[O-2].[Mn+4] (manganese dioxide). Conditions: time 1.5 hour. Run in O1CCOCC1 (dioxan), C(C)O (ethanol). Reactants: N1=CC(=CC=C1)C(C)=NN (1-(3-Pyridinyl)-1-ethanone hydrazone), C(CCCCC)N1C(C=CC1=O)=O (1-hexyl-1H-pyrrole-2,5-dione), [OH-].[K+] (potassium hydroxide). The product is N (ammonia), C(CCCCC)N1C(C2C(C2C1=O)(C=1C=NC=CC1)C)=O (3-Hexyl-6-methyl-6-(3-pyrdinyl)-3-azabicyclo[3.1.0]hexane-2,4-dione). Isolated yield 29.5%. Procedure: 1-(3-Pyridinyl)-1-ethanone hydrazone (Preparation 76, 0.69 g, 5.3 mmol) was dissolved in dioxan (30 ml) and manganese dioxide (0.85 g, 5.3 mmol) was added portionwise followed by a saturated solution of potassium hydroxide in ethanol (0.5 ml). The reaction mixture was stirred at room temperature for 1.5 h and then filtered through a pad of Celite®. To half of the filtrate was added 1-hexyl-1H-pyrrole-2,5-dione (Preparation 56, 0.48 g, 2.6 mmol) and the reaction mixture was heated to 90° C. for 7... The reactants are Cl.N1C[C@@H](CCC1)NC(=O)C1=CNC2=C1N=CN=C2C2=C(C=CC=1OCOC12)OCC1CC1 (4-(5-Cyclopropylmethoxy-benzo[1,3]dioxol-4-yl)-5H-pyrrolo[3,2-d]pyrimidine-7-carboxylic acid (R)-piperidin-3-ylamide hydrochloride), C(CC)(=O)Cl (propionyl chloride). The product is C(CC)(=O)N1C[C@@H](CCC1)NC(=O)C1=CNC2=C1N=CN=C2C2=C(C=CC=1OCOC12)OCC1CC1 (4-(5-Cyclopropylmethoxy-benzo[1,3]dioxol-4-yl)-5H-pyrrolo[3,2-d]pyrimidine-7-carboxylic acid ((R)-1-propionyl-piperidin-3-yl)-amide). RXN SMILES: Cl.[NH:2]1[CH2:7][CH2:6][CH2:5][C@@H:4]([NH:8][C:9]([C:11]2[C:15]3[N:16]=[CH:17][N:18]=[C:19]([C:20]4[C:28]5[O:27][CH2:26][O:25][C:24]=5[CH:23]=[CH:22][C:21]=4[O:29][CH2:30][CH:31]4[CH2:33][CH2:32]4)[C:14]=3[NH:13][CH:12]=2)=[O:10])[CH2:3]1.[C:34](Cl)(=[O:37])[CH2:35][CH3:36]>>[C:34]([N:2]1[CH2:7][CH2:6][CH2:5][C@@H:4]([NH:8][C:9]([C:11]2[C:15]3[N:16]=[CH:17][N:18]=[C:19]([C:20]4[C:28]5[O:27][CH2:26][O:25][C:24]=5[CH:23]=[CH:22][C:21]=4[O:29][CH2:30][CH:31]4[CH2:32][CH2:33]4)[C:14]=3[NH:13][CH:12]=2)=[O:10])[CH2:3]1)(=[O:37])[CH2:35][CH3:36] |f:0.1|. Procedure details: Starting from 4-(5-Cyclopropylmethoxy-benzo[1,3]dioxol-4-yl)-5H-pyrrolo[3,2-d]pyrimidine-7-carboxylic acid (R)-piperidin-3-ylamide hydrochloride (example A149) and propionyl chloride the title compound is obtained as colorless solid. Starting materials: NC1=C(C(=NO1)C1=CC(=CC=C1)OC(F)(F)F)C(=O)O (5-amino-3-(3-(trifluoromethoxy)phenyl)isoxazol-4-carboxylic acid), N1(CCNCC1)C1=CC=C(C=C1)O (4-(piperazine-1-yl)phenol), Cl.C(C)N=C=NCCCN(C)C (1-ethyl-3-(dimethylaminopropyl)carbodiimide hydrochloride), OC1=CC=CC=2NN=NC21 (hydroxybenzotriazole). The product is NC1=C(C(=NO1)C1=CC(=CC=C1)OC(F)(F)F)C(=O)N1CCN(CC1)C1=CC=C(C=C1)O ((5-amino-3-(3-(trifluoromethoxy)phenyl)isoxazol-4-yl)(4-(4-hydroxyphenyl)piperazine-1-yl)methanone). The yield is 72.8%. As a reaction SMILES: [NH2:1][C:2]1[O:6][N:5]=[C:4]([C:7]2[CH:12]=[CH:11][CH:10]=[C:9]([O:13][C:14]([F:17])([F:16])[F:15])[CH:8]=2)[C:3]=1[C:18]([OH:20])=O.Cl.C(N=C=NCCCN(C)C)C.OC1C2N=NNC=2C=CC=1.[N:43]1([C:49]2[CH:54]=[CH:53][C:52]([OH:55])=[CH:51][CH:50]=2)[CH2:48][CH2:47][NH:46][CH2:45][CH2:44]1>>[NH2:1][C:2]1[O:6][N:5]=[C:4]([C:7]2[CH:12]=[CH:11][CH:10]=[C:9]([O:13][C:14]([F:15])([F:16])[F:17])[CH:8]=2)[C:3]=1[C:18]([N:46]1[CH2:45][CH2:44][N:43]([C:49]2[CH:50]=[CH:51][C:52]([OH:55])=[CH:53][CH:54]=2)[CH2:48][CH2:47]1)=[O:20] |f:1.2|. Reported procedure: In a similar manner as described in Example 1, by using dimethylformimide (15 mL), 5-amino-3-(3-(trifluoromethoxy)phenyl)isoxazol-4-carboxylic acid (530 mg, 1.84 mmol), 1-ethyl-3-(dimethylaminopropyl)carbodiimide hydrochloride (388 mg, 2.02 mmol), hydroxybenzotriazole (299 mg, 2.21 mmol) and 4-(piperazine-1-yl)phenol (328 mg, 1.84 mmol), a white solid required compound (601 mg, 1.34 mmol, 72%) was obtained. Reactants: C(COCCOCCO)O (Triethylene glycol), [N+](=O)([O-])C1=CC=C(C(=O)Cl)C=C1 (p-nitrobenzoyl chloride), C([O-])(O)=O.[Na+] (sodium bicarbonate). Product: [N+](=O)([O-])C1=CC=C(C(=O)C(COCCOCCO)(C(C2=CC=C(C=C2)[N+](=O)[O-])=O)O)C=C1 (bis-(4-nitrobenzoyl)-triethylene glycol). As a reaction SMILES: [CH2:1]([OH:10])[CH2:2][O:3][CH2:4][CH2:5][O:6][CH2:7][CH2:8][OH:9].[N+:11]([C:14]1[CH:22]=[CH:21][C:17]([C:18](Cl)=[O:19])=[CH:16][CH:15]=1)([O-:13])=[O:12].[C:23](=[O:26])(O)[O-].[Na+]>>[N+:11]([C:14]1[CH:22]=[CH:21][C:17]([C:18]([C:1]([OH:10])([C:23](=[O:26])[C:17]2[CH:21]=[CH:22][C:14]([N+:11]([O-:13])=[O:12])=[CH:15][CH:16]=2)[CH2:2][O:3][CH2:4][CH2:5][O:6][CH2:7][CH2:8][OH:9])=[O:19])=[CH:16][CH:15]=1)([O-:13])=[O:12] |f:2.3|. Procedure details: Triethylene glycol (45 g, 0.3 mole) was treated with excess p-nitrobenzoyl chloride (116 g, 0.62 mole), following the general procedure outlined in Example 1, Part A. After treating with aqueous sodium bicarbonate to remove excess acid chloride, the product was recrystallized from ethyl acetate to give bis-(4-nitrobenzoyl)-triethylene glycol (115 g) as a pale yellow solid, m.p. 104°-105° C. The product was homogeneous by TLC. Starting materials: C[Al](C)C, Cc1ccccc1, CCOC(C)=O, Cl, CCOC(=O)c1cc2cc(F)ccc2n1Cc1cccc(F)c1, Nc1cnc2ccccc2c1. Product: O=C(Nc1cnc2ccccc2c1)c1cc2cc(F)ccc2n1Cc1cccc(F)c1. RXN SMILES: [CH3:1][Al:2]([CH3:3])[CH3:4].[CH3:40][c:41]1[cH:42][cH:43][cH:44][cH:45][cH:46]1.[CH3:47][CH2:48][O:49][C:50](=[O:51])[CH3:52].[ClH:39].[F:16][c:17]1[cH:18][c:19]2[cH:20][c:21]([C:34](=[O:35])[O:36][CH2:37][CH3:38])[n:22]([CH2:26][c:27]3[cH:28][c:29]([F:33])[cH:30][cH:31][cH:32]3)[c:23]2[cH:24][cH:25]1.[NH2:5][c:6]1[cH:7][n:8][c:9]2[cH:10][cH:11][cH:12][cH:13][c:14]2[cH:15]1>>[NH:5]([c:6]1[cH:7][n:8][c:9]2[cH:10][cH:11][cH:12][cH:13][c:14]2[cH:15]1)[C:34]([c:21]1[cH:20][c:19]2[cH:18][c:17]([F:16])[cH:25][cH:24][c:23]2[n:22]1[CH2:26][c:27]1[cH:28][c:29]([F:33])[cH:30][cH:31][cH:32]1)=[O:35]. The reactants are [O-]S(=O)(=O)C(F)(F)F (triflate), C(C)OC(=O)C1NC(C2=CC=CC=C2C1)(C)C (1,1-dimethyl-1,2,3,4-tetrahydroisoquinoline-3-carboxylic acid ethyl ester), C[Si](C)(C)C=[N+]=[N-] ((trimethylsilyl)diazomethane), CO (MeOH). Run in C(Cl)Cl (CH2Cl2). Run at time 8 hour. The product is C(C)OC(=O)C1NC(C2=CC=C(C=C2C1)OC)(C)C (1,1-Dimethyl-6-methoxy-1,2,3,4-tetrahydroisoquinoline-3-carboxylic acid ethyl ester). Isolated yield 96.0%. Reaction SMILES: [O-]S(C(F)(F)F)(=O)=O.[CH2:9]([O:11][C:12]([CH:14]1[CH2:23][C:22]2[C:17](=[CH:18][CH:19]=[CH:20][CH:21]=2)[C:16]([CH3:25])([CH3:24])[NH:15]1)=[O:13])[CH3:10].C[Si](C=[N+]=[N-])(C)C.[CH3:33][OH:34]>C(Cl)Cl>[CH2:9]([O:11][C:12]([CH:14]1[CH2:23][C:22]2[C:17](=[CH:18][CH:19]=[C:20]([O:34][CH3:33])[CH:21]=2)[C:16]([CH3:24])([CH3:25])[NH:15]1)=[O:13])[CH3:10]. Reported procedure: To a solution of the triflate salt of 1,1-dimethyl-1,2,3,4-tetrahydroisoquinoline-3-carboxylic acid ethyl ester (1.5 g, 3.76 mmol, 1.0 eq.) in MeOH (20 mL) and CH2Cl2 (2 mL) at 0° C. was added a solution of (trimethylsilyl)diazomethane (2.0 M in hexane, 3.7 mL, 2.0 eq.). The resulting mixture was warmed to r.t. and stirred overnight, and then the solution was concentrated. Purification by flash chromatography (125 g SiO2 linear gradient, 40 mL/min, 1:1 EtOAc/hexane for 33 minutes) afforded about... Reactants: C1(=CC=CC=C1)C=1N=C(N(C1C1=CC=CC=C1)COCC[Si](C)(C)C)CCC(=O)O (3-[4,5-diphenyl-1-(2-trimethylsilanyl-ethoxymethyl)-1H-imidazol-2-yl]-propionic acid), COC1=C(C=CC=C1)C(C=O)=O ((2-methoxy-phenyl)-oxo-acetaldehyde). The product is COC1=C(C=CC=C1)C1=CN=C(N1COCC[Si](C)(C)C)CCC(=O)O (3-[5-(2-Methoxy-phenyl)-1-(2-trimethylsilanyl-ethoxymethyl)-1H-imidazol-2-yl]-propionic acid). RXN SMILES: C1([C:7]2[N:8]=[C:9]([CH2:26][CH2:27][C:28]([OH:30])=[O:29])[N:10]([CH2:18][O:19][CH2:20][CH2:21][Si:22]([CH3:25])([CH3:24])[CH3:23])[C:11]=2[C:12]2[CH:17]=[CH:16][CH:15]=[CH:14][CH:13]=2)C=CC=CC=1.[CH3:31][O:32]C1C=CC=CC=1C(=O)C=O>>[CH3:31][O:32][C:17]1[CH:16]=[CH:15][CH:14]=[CH:13][C:12]=1[C:11]1[N:10]([CH2:18][O:19][CH2:20][CH2:21][Si:22]([CH3:24])([CH3:23])[CH3:25])[C:9]([CH2:26][CH2:27][C:28]([OH:30])=[O:29])=[N:8][CH:7]=1. Reported procedure: Prepared in analogy to the methods described for 3-[4,5-diphenyl-1-(2-trimethylsilanyl-ethoxymethyl)-1H-imidazol-2-yl]-propionic acid replacing benzil with (2-methoxy-phenyl)-oxo-acetaldehyde. Starting materials: C([O-])([O-])=O.[Na+].[Na+] (sodium carbonate), C(CC)=O (propionaldehyde), Cl.COC=1C=CC2=C(C1)C=1C(NCCC1)CO2 (9-methoxy-2,3,4a,5-tetrahydro-4H-[1]-benzopyrano[3,4-b]pyridine hydrochloride), C(C)O (ethanol). The reagents and catalysts are [Pd] (palladium on carbon). Run in O (water). Run at time 16 hour. Yields the product Cl.COC=1C=CC2=C(C1)[C@@H]1[C@H](N(CCC1)CCC)CO2 (trans-9-methoxy-4-propyl-1,2,3,4a,5,10b-hexahydro-4H-[1]-benzopyrano[3,4-b]pyridine hydrochloride), compound. RXN SMILES: [ClH:1].[CH3:2][O:3][C:4]1[CH:5]=[CH:6][C:7]2[O:17][CH2:16][CH:11]3[NH:12][CH2:13][CH2:14][CH:15]=[C:10]3[C:8]=2[CH:9]=1.C(O)C.C(=O)([O-])[O-].[Na+].[Na+].[CH:27](=O)[CH2:28][CH3:29]>O.[Pd]>[ClH:1].[CH3:2][O:3][C:4]1[CH:5]=[CH:6][C:7]2[O:17][CH2:16][C@H:11]3[N:12]([CH2:27][CH2:28][CH3:29])[CH2:13][CH2:14][CH2:15][C@@H:10]3[C:8]=2[CH:9]=1 |f:0.1,3.4.5,9.10|. Procedure details: A mixture of 14 g of 9-methoxy-2,3,4a,5-tetrahydro-4H-[1]-benzopyrano[3,4-b]pyridine hydrochloride, 140 ml of ethanol, and a solution of 2.95 g of sodium carbonate in 10 ml of water and 3 g of 10% palladium on carbon catalyst is hydrogenated at 3 atm. pressure and 50° for 16 hours. After the addition of 15 g of propionaldehyde the hydrogenation is continued for an additional 16 hours under the same conditions. After filtration, the solvent is removed in vacuo. The residue is dissolved in ethanol...